Dataset: the Open Reaction Database (ORD), a public repository of structured organic reaction records. Task: describe an organic reaction: reactants, conditions, products, and yield Reactants: S(=O)(=O)(C)Cl (Mesyl chloride), C(=O)NC=1SC=C(N1)C(C(=O)NC1[C@@H]2N(C(C(CS2)O)C(=O)OCC2=CC=C(C=C2)[N+](=O)[O-])C1=O)=NOC (4-nitrobenzyl 7-[2-(2-formamido-4-thiazolyl)-2-methoxyiminoacetamido]-3-hydroxycepham-4-carboxylate), CN(C=O)C (N,N-dimethylformamide), C([O-])([O-])=O.[K+].[K+] (potassium carbonate), resultant solution. The solvent is O (water), C(C)(=O)OCC (ethyl acetate). Conditions: time 2.5 hour. Yields the product C(=O)NC=1SC=C(N1)C(C(=O)NC1[C@@H]2N(C(=CCS2)C(=O)OCC2=CC=C(C=C2)[N+](=O)[O-])C1=O)=NOC (4-nitrobenzyl 7-[2-(2-formamido-4-thiazolyl)-2-methoxyiminoacetamido]-3-cephem-4-carboxylate). Isolated yield 12.4%. RXN SMILES: S(Cl)(C)(=O)=O.[CH:6]([NH:8][C:9]1[S:10][CH:11]=[C:12]([C:14](=[N:41][O:42][CH3:43])[C:15]([NH:17][CH:18]2[C:39](=[O:40])[N:20]3[CH:21]([C:26]([O:28][CH2:29][C:30]4[CH:35]=[CH:34][C:33]([N+:36]([O-:38])=[O:37])=[CH:32][CH:31]=4)=[O:27])[CH:22](O)[CH2:23][S:24][C@H:19]23)=[O:16])[N:13]=1)=[O:7].CN(C)C=O.C(=O)([O-])[O-].[K+].[K+]>O.C(OCC)(=O)C>[CH:6]([NH:8][C:9]1[S:10][CH:11]=[C:12]([C:14](=[N:41][O:42][CH3:43])[C:15]([NH:17][CH:18]2[C:39](=[O:40])[N:20]3[C:21]([C:26]([O:28][CH2:29][C:30]4[CH:31]=[CH:32][C:33]([N+:36]([O-:38])=[O:37])=[CH:34][CH:35]=4)=[O:27])=[CH:22][CH2:23][S:24][C@H:19]23)=[O:16])[N:13]=1)=[O:7] |f:3.4.5|. Procedure: Mesyl chloride (0.406 g.) was dropwise added to a stirred mixture of 4-nitrobenzyl 7-[2-(2-formamido-4-thiazolyl)-2-methoxyiminoacetamido]-3-hydroxycepham-4-carboxylate (syn isomer, 1 g.), N,N-dimethylformamide (10 ml.) and potassium carbonate (0.732 g.) at 0° to 5° C. over 2 minutes, and the solution was stirred at room temperature for 2.5 hours. After ethyl acetate and water were added to the resultant solution, the solution was extracted with ethyl acetate. The remaining aqueous layer was ext... Reactants: BrCc1cscc1Br, CC(=O)[O-], CC(C)=O, [K+], O. The product is CC(=O)OCc1cscc1Br. Reaction SMILES: [Br:1][c:2]1[cH:3][s:4][cH:5][c:6]1[CH2:7][Br:8].[CH3:10][C:11]([O-:12])=[O:13].[CH3:15][C:16](=[O:17])[CH3:18].[K+:9].[OH2:14]>>[Br:1][c:2]1[cH:3][s:4][cH:5][c:6]1[CH2:7][O:13][C:11]([CH3:10])=[O:12]. Yields the product CS(=O)(=O)c1ccc2c(c1)CCN2c1cc(NC2CCNCC2)ncn1. Starting materials: CC(C)(C)OC(=O)N1CCC(Nc2cc(N3CCc4cc(S(C)(=O)=O)ccc43)ncn2)CC1, ClCCl, O=C(O)C(F)(F)F. Reaction SMILES: [C:1]([O:2][C:3](=[O:4])[N:8]1[CH2:9][CH2:10][CH:11]([NH:14][c:15]2[n:16][cH:17][n:18][c:19]([N:21]3[CH2:22][CH2:23][c:24]4[cH:25][c:26]([S:30](=[O:31])(=[O:32])[CH3:33])[cH:27][cH:28][c:29]43)[cH:20]2)[CH2:12][CH2:13]1)([CH3:5])([CH3:6])[CH3:7].[Cl:41][CH2:42][Cl:43].[OH:34][C:35]([C:36]([F:37])([F:38])[F:39])=[O:40]>>[NH:8]1[CH2:9][CH2:10][CH:11]([NH:14][c:15]2[n:16][cH:17][n:18][c:19]([N:21]3[CH2:22][CH2:23][c:24]4[cH:25][c:26]([S:30](=[O:31])(=[O:32])[CH3:33])[cH:27][cH:28][c:29]43)[cH:20]2)[CH2:12][CH2:13]1. The reactants are I(=O)(=O)(=O)[O-].[Na+] (Sodium periodate), CN(CCSC1=CC=C(C=O)C=C1)C (4-(2-Dimethylaminoethylthio)benzaldehyde). Solvent: O (water), CO (methanol). Reaction conditions: temperature 0 celsius, time 7 hour. Product: CN(CCS(=O)C1=CC=C(C=O)C=C1)C (4-(2-Dimethylaminoethylsulphinyl) benzaldehyde). The yield is 53.0%. As a reaction SMILES: I([O-])(=O)(=O)=[O:2].[Na+].[CH3:7][N:8]([CH3:20])[CH2:9][CH2:10][S:11][C:12]1[CH:19]=[CH:18][C:15]([CH:16]=[O:17])=[CH:14][CH:13]=1>O.CO>[CH3:7][N:8]([CH3:20])[CH2:9][CH2:10][S:11]([C:12]1[CH:19]=[CH:18][C:15]([CH:16]=[O:17])=[CH:14][CH:13]=1)=[O:2] |f:0.1|. Procedure details: Sodium periodate (512 mg, 2.39 mmol) was dissolved in water (10 ml) and cooled to 0° C. 4-(2-Dimethylaminoethylthio)benzaldehyde (0.5 g, 2.39 mmol), prepared as described in Reference Example 2, was then added in methanol (2 ml) and the reaction mixture stirred at room temperature and then later warmed to 35° C. After 7 hours the reaction mixture was basified using sodium carbonate and exhaustively extracted with dichloromethane, dried over magnesium sulphate and the solvent removed in vacuo to ... Starting materials: CN(C)C(=O)c1cc(Br)ccc1N1CCOC1=O, O=C([O-])O, COc1ccccc1-c1nn(COCC[Si](C)(C)C)c2ncc(B3OC(C)(C)C(C)(C)O3)cc12, [Na+], O. Yields the product COc1ccccc1-c1nn(COCC[Si](C)(C)C)c2ncc(-c3ccc(N4CCOC4=O)c(C(=O)N(C)C)c3)cc12. Reaction SMILES: [Br:1][c:2]1[cH:3][cH:4][c:5]([N:13]2[C:14](=[O:18])[O:15][CH2:16][CH2:17]2)[c:6]([C:7](=[O:8])[N:9]([CH3:10])[CH3:11])[cH:12]1.[C:53](=[O:54])([OH:55])[O-:56].[CH3:19][O:20][c:21]1[c:22](-[c:27]2[n:28][n:29]([CH2:45][O:46][CH2:47][CH2:48][Si:49]([CH3:50])([CH3:51])[CH3:52])[c:30]3[n:31][cH:32][c:33]([B:36]4[O:37][C:38]([CH3:39])([CH3:40])[C:41]([CH3:42])([CH3:43])[O:44]4)[cH:34][c:35]23)[cH:23][cH:24][cH:25][cH:26]1.[Na+:57].[OH2:58]>>[c:2]1(-[c:33]2[cH:32][n:31][c:30]3[n:29]([CH2:45][O:46][CH2:47][CH2:48][Si:49]([CH3:50])([CH3:51])[CH3:52])[n:28][c:27](-[c:22]4[c:21]([O:20][CH3:19])[cH:26][cH:25][cH:24][cH:23]4)[c:35]3[cH:34]2)[cH:3][cH:4][c:5]([N:13]2[C:14](=[O:18])[O:15][CH2:16][CH2:17]2)[c:6]([C:7](=[O:8])[N:9]([CH3:10])[CH3:11])[cH:12]1. Starting materials: C(CCC)C1=CC=C(C(=O)Cl)C=C1 (4-1-butylbenzoyl chloride), NC(C)CCCCC (2-aminoheptane). Product: C(C)(C)(C)N(C(CCCCC)C)CC1=CC=CC=C1 (N-t-butylbenzyl-N-(1-methylhexyl)amine). Reaction SMILES: C([C:5]1[CH:13]=[CH:12][C:8]([C:9](Cl)=O)=[CH:7][CH:6]=1)CCC.[NH2:14][CH:15]([CH2:17][CH2:18][CH2:19][CH2:20][CH3:21])[CH3:16]>>[C:8]([N:14]([CH2:9][C:8]1[CH:7]=[CH:6][CH:5]=[CH:13][CH:12]=1)[CH:15]([CH3:16])[CH2:17][CH2:18][CH2:19][CH2:20][CH3:21])([CH3:12])([CH3:9])[CH3:7]. Procedure: The N-t-butylbenzyl-N-(1-methylhexyl)amine was synthesized in the same manner as in Example 2, procedures 1 and 2 using 4-1-butylbenzoyl chloride and 2-aminoheptane as starting materials.